Dataset: the Open Reaction Database (ORD), a public repository of structured organic reaction records. Task: describe an organic reaction: reactants, conditions, products, and yield Starting materials: [H-].[Al+3].[Li+].[H-].[H-].[H-] (lithium aluminium hydride), C(CCC)NC=1C=C(C#N)C=C(C1OC1=CC=CC=C1)S(N)(=O)=O (3-n-butylamino-4-phenoxy-5-sulfamylbenzonitrile), O (water), C(C)(=O)OCC (ethyl acetate). The solvent is COCCOC (1,2-dimethoxyethane), COCCOC (1,2-dimethoxyethane). Conditions: time 1 hour. Yields the product C(CCC)NC=1C=C(CN)C=C(C1OC1=CC=CC=C1)S(N)(=O)=O (3-n-butylamino-4-phenoxy-5-sulfamylbenzylamine). RXN SMILES: [H-].[Al+3].[Li+].[H-].[H-].[H-].[CH2:7]([NH:11][C:12]1[CH:13]=[C:14]([CH:17]=[C:18]([S:27](=[O:30])(=[O:29])[NH2:28])[C:19]=1[O:20][C:21]1[CH:26]=[CH:25][CH:24]=[CH:23][CH:22]=1)[C:15]#[N:16])[CH2:8][CH2:9][CH3:10].C(OCC)(=O)C.O>COCCOC>[CH2:7]([NH:11][C:12]1[CH:13]=[C:14]([CH:17]=[C:18]([S:27](=[O:30])(=[O:29])[NH2:28])[C:19]=1[O:20][C:21]1[CH:22]=[CH:23][CH:24]=[CH:25][CH:26]=1)[CH2:15][NH2:16])[CH2:8][CH2:9][CH3:10] |f:0.1.2.3.4.5|. Reported procedure: To a stirred mixture of lithium aluminium hydride (5.0 g) and 1,2-dimethoxyethane (100 ml) a solution of 3-n-butylamino-4-phenoxy-5-sulfamylbenzonitrile (15 g) in dry 1,2-dimethoxyethane (150 ml) is during about one hour at 100° C. dropwise added, and the mixture is stirred and refluxed for a further 16 hours. After cooling, ethyl acetate (10 ml) followed by water (20 ml) are very cautiously added dropwise, whereafter the mixture is stirred for a further 30 minutes. It is then heated on a steam-... The reactants are O (Water), C(CCC)SC(C#N)C1=CC(=CC=C1)C(C1=CC=CC=C1)=O (alpha-(butylthio)(m-benzoylphenyl)-acetonitrile), CI (methyl iodide), C[O-].[Na+] (sodium methoxide). Solvent: CO (methanol), CO (methanol). Run at time 30 minute. The product is C(CCC)SC(C#N)(C)C1=CC(=CC=C1)C(C1=CC=CC=C1)=O (alpha-(butylthio)-alpha-(m-benzoylphenyl)propionitrile). Isolated yield 87.0%. As a reaction SMILES: [CH2:1]([S:5][CH:6]([C:9]1[CH:14]=[CH:13][CH:12]=[C:11]([C:15](=[O:22])[C:16]2[CH:21]=[CH:20][CH:19]=[CH:18][CH:17]=2)[CH:10]=1)[C:7]#[N:8])[CH2:2][CH2:3][CH3:4].[CH3:23][O-].[Na+].CI.O>CO>[CH2:1]([S:5][C:6]([C:9]1[CH:14]=[CH:13][CH:12]=[C:11]([C:15](=[O:22])[C:16]2[CH:17]=[CH:18][CH:19]=[CH:20][CH:21]=2)[CH:10]=1)([CH3:23])[C:7]#[N:8])[CH2:2][CH2:3][CH3:4] |f:1.2|. Procedure details: 90 mg of alpha-(butylthio)(m-benzoylphenyl)-acetonitrile was dissolved in 1 ml of anhydrous methanol, and 0.15 ml of a 2.7 M methanol solution of sodium methoxide was added in an atmosphere of argon under ice cooling, followed by addition of 0.05 ml of methyl iodide. The temperature of the mixture was brought to room temperature, and the mixture was stirred for 30 minutes. Water (20 ml) was added, and the mixture was extracted with 20 ml of ether three times. The extract was washed with 10 ml of... The reactants are NC1=CC(=NC(=C1F)F)C(=O)OC(C)C (Propan-2-yl 4-amino-5,6-difluoropicolinate), Cl (HCl), C(=O)(O)[O-].[Na+] (NaHCO3). The solvent is CCOC(=O)C (EtOAc), CCOC(=O)C (EtOAc). Run at temperature 100 celsius, time 8 hour. Yields the product NC1=CC(=NC(=C1F)Cl)C(=O)OC(C)C (propan-2-yl 4-amino-6-chloro-5-fluoropicolinate). Isolated yield 46.0%. As a reaction SMILES: [NH2:1][C:2]1[C:7]([F:8])=[C:6](F)[N:5]=[C:4]([C:10]([O:12][CH:13]([CH3:15])[CH3:14])=[O:11])[CH:3]=1.C([O-])(O)=O.[Na+].[ClH:21]>CCOC(C)=O>[NH2:1][C:2]1[C:7]([F:8])=[C:6]([Cl:21])[N:5]=[C:4]([C:10]([O:12][CH:13]([CH3:15])[CH3:14])=[O:11])[CH:3]=1 |f:1.2|. Procedure: Propan-2-yl 4-amino-5,6-difluoropicolinate (4.25 g, 19.7 mmol) was dissolved in HCl (4 M in dioxane; 65 mL) in a 100 mL Hastalloy stirred Parr reactor. The reactor was heated at 100° C. for 2 h. Upon standing at room temperature overnight, a yellow crystalline solid formed. This solid was not soluble in EtOAc but did dissolve upon shaking with satd aq NaHCO3 (500 mL) and EtOAc (300 mL). The aqueous layer was extracted with EtOAc (2×250 mL). The combined organic extracts were washed with H2O (5×5... The reactants are Cc1cc(Cl)ccc1N, O=[N+]([O-])O, O=S(=O)(O)O. The product is Cc1cc(Cl)c([N+](=O)[O-])cc1N. RXN SMILES: [NH2:1][c:2]1[c:3]([CH3:9])[cH:4][c:5]([Cl:8])[cH:6][cH:7]1.[OH:10][N+:11]([O-:12])=[O:13].[S:14](=[O:15])(=[O:16])([OH:17])[OH:18]>>[NH2:1][c:2]1[c:3]([CH3:9])[cH:4][c:5]([Cl:8])[c:6]([N+:11](=[O:10])[O-:12])[cH:7]1. Solvent: O1CCOCC1 (1,4-dioxan), C(C)OCC (diethyl ether). Reported procedure: To a suspension of 3-fluoro-4-iodopyridine (2.23 g), 1-(tert-butoxycarbonyl)-4-(piperidin-4-ylcarbonyl)piperazine (1.49 g) and sodium t-butoxide (1.06 g) in 1,4-dioxan (20 ml) was added tris(dibenzylidene acetone)dipalladium(0) (0.09 g) and tri-o-tolylphosphine (0.12 g) and the mixture heated at reflux for 3 hours. The mixture was diluted with diethyl ether and washed with saturated aqueous sodium chloride solution, dried (Na2SO4) and evaporated. The residue was purified by chromatography on alu... The reagents and catalysts are C=1C=CC(=CC1)/C=C/C(=O)/C=C/C2=CC=CC=C2.C=1C=CC(=CC1)/C=C/C(=O)/C=C/C2=CC=CC=C2.C=1C=CC(=CC1)/C=C/C(=O)/C=C/C2=CC=CC=C2.[Pd].[Pd] (tris(dibenzylidene acetone)dipalladium(0)). Yield: 35.6%. Product: C(C)(C)(C)OC(=O)N1CCN(CC1)C(=O)C1CCN(CC1)C1=C(C=NC=C1)F (1-(tert-butoxycarbonyl)-4-[1-(3-fluoro-4-pyridyl)piperidin-4-ylcarbonyl]piperazine). As a reaction SMILES: [F:1][C:2]1[CH:3]=[N:4][CH:5]=[CH:6][C:7]=1I.[C:9]([O:13][C:14]([N:16]1[CH2:21][CH2:20][N:19]([C:22]([CH:24]2[CH2:29][CH2:28][NH:27][CH2:26][CH2:25]2)=[O:23])[CH2:18][CH2:17]1)=[O:15])([CH3:12])([CH3:11])[CH3:10].CC(C)([O-])C.[Na+].C1(C)C=CC=CC=1P(C1C=CC=CC=1C)C1C=CC=CC=1C>O1CCOCC1.C(OCC)C.C1C=CC(/C=C/C(/C=C/C2C=CC=CC=2)=O)=CC=1.C1C=CC(/C=C/C(/C=C/C2C=CC=CC=2)=O)=CC=1.C1C=CC(/C=C/C(/C=C/C2C=CC=CC=2)=O)=CC=1.[Pd].[Pd]>[C:9]([O:13][C:14]([N:16]1[CH2:17][CH2:18][N:19]([C:22]([CH:24]2[CH2:29][CH2:28][N:27]([C:7]3[CH:6]=[CH:5][N:4]=[CH:3][C:2]=3[F:1])[CH2:26][CH2:25]2)=[O:23])[CH2:20][CH2:21]1)=[O:15])([CH3:12])([CH3:10])[CH3:11] |f:2.3,7.8.9.10.11|. Reactants: C1(=C(C=CC=C1)P(C1=C(C=CC=C1)C)C1=C(C=CC=C1)C)C (tri-o-tolylphosphine), FC=1C=NC=CC1I (3-fluoro-4-iodopyridine), C(C)(C)(C)OC(=O)N1CCN(CC1)C(=O)C1CCNCC1 (1-(tert-butoxycarbonyl)-4-(piperidin-4-ylcarbonyl)piperazine), CC(C)([O-])C.[Na+] (sodium t-butoxide). The reactants are Cc1ccc(OC2CCN(C(=O)c3ccc(Br)nc3)CC2)cc1, CC1COC(=O)N1. The product is Cc1ccc(OC2CCN(C(=O)c3ccc(N4C(=O)OCC4C)nc3)CC2)cc1. As a reaction SMILES: [Br:1][c:2]1[cH:3][cH:4][c:5]([C:8](=[O:9])[N:10]2[CH2:11][CH2:12][CH:13]([O:16][c:17]3[cH:18][cH:19][c:20]([CH3:23])[cH:21][cH:22]3)[CH2:14][CH2:15]2)[cH:6][n:7]1.[CH3:24][CH:25]1[NH:26][C:27](=[O:30])[O:28][CH2:29]1>>[c:2]1([N:26]2[CH:25]([CH3:24])[CH2:29][O:28][C:27]2=[O:30])[cH:3][cH:4][c:5]([C:8](=[O:9])[N:10]2[CH2:11][CH2:12][CH:13]([O:16][c:17]3[cH:18][cH:19][c:20]([CH3:23])[cH:21][cH:22]3)[CH2:14][CH2:15]2)[cH:6][n:7]1. Starting materials: C(C)NCCO (2-(ethylamino)ethanol), FC1=CC=C(C=O)C=C1 (4-fluorobenzaldehyde). Product: C(C)N(CCO)C1=CC=C(C=O)C=C1 (4-[N-ethyl-N-(2-hydroxyethyl)amino]benzaldehyde). As a reaction SMILES: [CH2:1]([NH:3][CH2:4][CH2:5][OH:6])[CH3:2].F[C:8]1[CH:15]=[CH:14][C:11]([CH:12]=[O:13])=[CH:10][CH:9]=1>>[CH2:1]([N:3]([C:8]1[CH:15]=[CH:14][C:11]([CH:12]=[O:13])=[CH:10][CH:9]=1)[CH2:4][CH2:5][OH:6])[CH3:2]. Procedure: Following the procedure of Example I, 2-(ethylamino)ethanol is reacted with 4-fluorobenzaldehyde to provide 4-[N-ethyl-N-(2-hydroxyethyl)amino]benzaldehyde starting material. Reactants: CC1(OC2=C(C1)C=CC(=C2OC)[Li])C (2,3-dihydro-2,2-dimethyl-6-lithio-7-methoxybenzofuran), ClN1C(CCC1=O)=O (N-chlorosuccinimide), S(O)(O)(=O)=O (sulfuric acid). Run at time 8 hour. The product is ClC1=C(C2=C(CC(O2)(C)C)C=C1)OC (6-chloro-2,3-dihydro-2,2-dimethyl-7-methoxybenzofuran). Reaction SMILES: [CH3:1][C:2]1([CH3:14])[CH2:6][C:5]2[CH:7]=[CH:8][C:9]([Li])=[C:10]([O:11][CH3:12])[C:4]=2[O:3]1.[Cl:15]N1C(=O)CCC1=O.S(=O)(=O)(O)O>>[Cl:15][C:9]1[CH:8]=[CH:7][C:5]2[CH2:6][C:2]([CH3:14])([CH3:1])[O:3][C:4]=2[C:10]=1[O:11][CH3:12]. Procedure details: A suspension containing 2,3-dihydro-2,2-dimethyl-6-lithio-7-methoxybenzofuran is prepared as described in Example 1. The suspension is cooled in an ice-water bath and 13.3 g of N-chlorosuccinimide is added. The suspension is stirred at room temperature for eight hours and then acidified with cold aqueous sulfuric acid. The organic phase is separated, washed with water saturated with sodium chloride, then dried over sodium sulfate. The solvent is evaporated to give crude 6-chloro-2,3-dihydro-2,2-... Reactants: BrC=1C=C(C=CC1)C1(N=C(C2=NC=CC=C21)N)C2=CC=C(C=C2)OC (5-(3-Bromophenyl)-5-(4-methoxyphenyl)-5H-pyrrolo[3,4-b]pyridin-7-amine), N1=CN=CC(=C1)B(O)O (pyrimidin-5-ylboronic acid), [1,1′-bis(diphenylphosphino)ferrocene]palladium(II) dichloride dichloromethane, C([O-])([O-])=O.[Cs+].[Cs+] (cesium carbonate), C(C)(=O)[O-] (acetate), C(O)([O-])=O.[Na+] (sodium hydrogen carbonate). The solvent is COCCOC (1,2-dimethoxyethane), C(C)O (ethanol), O (water). Run at temperature 130 celsius. Yields the product COC1=CC=C(C=C1)C1(N=C(C2=NC=CC=C21)N)C2=CC(=CC=C2)C=2C=NC=NC2 (5-(4-Methoxyphenyl)-5-(3 -pyrimidin-5-ylphenyl)-5H-pyrrolo[3,4-b]pyridin-7-amine). The yield is 26.0%. Reaction SMILES: Br[C:2]1[CH:3]=[C:4]([C:8]2([C:18]3[CH:23]=[CH:22][C:21]([O:24][CH3:25])=[CH:20][CH:19]=3)[C:16]3[C:11](=[N:12][CH:13]=[CH:14][CH:15]=3)[C:10]([NH2:17])=[N:9]2)[CH:5]=[CH:6][CH:7]=1.[N:26]1[CH:31]=[C:30](B(O)O)[CH:29]=[N:28][CH:27]=1.C(=O)([O-])[O-].[Cs+].[Cs+].C([O-])(=O)C.C(=O)([O-])O.[Na+]>COCCOC.C(O)C.O>[CH3:25][O:24][C:21]1[CH:22]=[CH:23][C:18]([C:8]2([C:4]3[CH:5]=[CH:6][CH:7]=[C:2]([C:30]4[CH:31]=[N:26][CH:27]=[N:28][CH:29]=4)[CH:3]=3)[C:16]3[C:11](=[N:12][CH:13]=[CH:14][CH:15]=3)[C:10]([NH2:17])=[N:9]2)=[CH:19][CH:20]=1 |f:2.3.4,6.7|. Procedure details: A mixture of 5-(3-bromophenyl)-5-(4-methoxyphenyl)-5H-pyrrolo[3,4-b]pyridin-7-amine (Example 3, 85 mg, 0.215 mmol), pyrimidin-5-ylboronic acid (35 mg, 0.280 mmol), [1,1′-bis(diphenylphosphino)ferrocene]palladium(II) dichloride dichloromethane adduct (18 mg, 0.022 mmol) and cesium carbonate (210 mg, 0.645 mmol) in a mixture of 1,2-dimethoxyethane, water and ethanol (6:3:1, 5 mL) was heated by microwave irradiation at 130° C., under an argon atmosphere for 15 min. After cooling to ambient temperat...